Dataset: the Open Reaction Database (ORD), a public repository of structured organic reaction records. Task: describe an organic reaction: reactants, conditions, products, and yield Reactants: CCOC(=O)c1csc(N)n1, Cc1ccccc1, CN(C)C=O, COc1ccc(Cl)cc1S(=O)(=O)N1CCOc2ccc(C(=O)Nc3nc(C(=O)O)cs3)cc21, O=S(Cl)Cl. Yields the product CCOC(=O)c1csc(NC(=O)c2ccc3c(c2)N(S(=O)(=O)c2cc(Cl)ccc2OC)CCO3)n1. Reaction SMILES: [CH2:38]([CH3:39])[O:40][C:41]([c:42]1[n:43][c:44]([NH2:45])[s:46][cH:47]1)=[O:48].[CH3:49][c:50]1[cH:51][cH:52][cH:53][cH:54][cH:55]1.[CH3:56][N:57]([CH3:58])[CH:59]=[O:60].[Cl:1][c:2]1[cH:3][cH:4][c:5]([O:32][CH3:33])[c:6]([S:8](=[O:9])(=[O:10])[N:11]2[CH2:12][CH2:13][O:14][c:15]3[c:16]2[cH:17][c:18]([C:21](=[O:22])[NH:23][c:24]2[s:25][cH:26][c:27]([C:29](=[O:30])[OH:31])[n:28]2)[cH:19][cH:20]3)[cH:7]1.[S:34]([Cl:35])([Cl:36])=[O:37]>>[Cl:1][c:2]1[cH:3][cH:4][c:5]([O:32][CH3:33])[c:6]([S:8](=[O:9])(=[O:10])[N:11]2[CH2:12][CH2:13][O:14][c:15]3[c:16]2[cH:17][c:18]([C:21](=[O:22])[NH:23][c:24]2[s:25][cH:26][c:27]([C:29]([O:30][CH2:38][CH3:39])=[O:31])[n:28]2)[cH:19][cH:20]3)[cH:7]1. Reactants: CC1=C(N(C2=CC=C(C=C12)O)CCC)C1=CC=NC=C1 (3-methyl-1-propyl-2-(4-pyridyl)-1H-indole-5-ol), C(C)OC(C(C)(C)Br)=O (2-bromo-2-methyl-propanoic acid ethylester). Yields the product C(C)OC(C(C)(OC=1C=C2C(=C(N(C2=CC1)CCC)C1=CC=NC=C1)C)C)=O (2-Methyl-2-[3-methyl-1-propyl-2-(4-pyridyl)-1H-indole-5-yloxy]-propanoic acid ethylester). As a reaction SMILES: [CH3:1][C:2]1[C:10]2[C:5](=[CH:6][CH:7]=[C:8]([OH:11])[CH:9]=2)[N:4]([CH2:12][CH2:13][CH3:14])[C:3]=1[C:15]1[CH:20]=[CH:19][N:18]=[CH:17][CH:16]=1.[CH2:21]([O:23][C:24](=[O:29])[C:25](Br)([CH3:27])[CH3:26])[CH3:22]>>[CH2:21]([O:23][C:24](=[O:29])[C:25]([CH3:27])([O:11][C:8]1[CH:9]=[C:10]2[C:5](=[CH:6][CH:7]=1)[N:4]([CH2:12][CH2:13][CH3:14])[C:3]([C:15]1[CH:16]=[CH:17][N:18]=[CH:19][CH:20]=1)=[C:2]2[CH3:1])[CH3:26])[CH3:22]. Reported procedure: The above compound was prepared from 3-methyl-1-propyl-2-(4-pyridyl)-1H-indole-5-ol and 2-bromo-2-methyl-propanoic acid ethylester using a procedure analogous to that of Example 10. Run in C(Cl)Cl (methylene chloride). Procedure details: ((1R)-1-((1R)-1-(4-Carbamoyl-5-phenyl-1,3-thiazol-2-yl)-2-(2-naphthyl)ethylcarbamoyl)-2-(2-naphthyl)ethyl)carbamic acid tert-butylester (0.22 g; 0.328 mmol) was dissolved in methylene chloride (2.5 ml) and trifluoroacetic acid (2.5 ml) was added. The reaction mixture was stirred 1 h at room temperature and the solvent was removed in vacuo. The residue was dissolved in methylene chloride and evaporated (2×5 ml). The residue was dissolved in methylene chloride (10 ml) and washed with sodium hydrog... The yield is 82.8%. Yields the product N[C@@H](C(=O)N[C@H](CC1=CC2=CC=CC=C2C=C1)C=1SC(=C(N1)C(=O)N)C1=CC=CC=C1)CC1=CC2=CC=CC=C2C=C1 (2-((1R)-1-((2R)-2-amino-3-(2-naphthyl)propionylamino)-2-(2-naphthyl)ethyl)-5-phenyl-1,3-thiazole-4-carboxylic acid amide). Run at time 1 hour. RXN SMILES: C(OC(=O)[NH:7][C@@H:8]([C:20](=[O:48])[NH:21][C@@H:22]([C:34]1[S:35][C:36]([C:42]2[CH:47]=[CH:46][CH:45]=[CH:44][CH:43]=2)=[C:37]([C:39](=[O:41])[NH2:40])[N:38]=1)[CH2:23][C:24]1[CH:33]=[CH:32][C:31]2[C:26](=[CH:27][CH:28]=[CH:29][CH:30]=2)[CH:25]=1)[CH2:9][C:10]1[CH:19]=[CH:18][C:17]2[C:12](=[CH:13][CH:14]=[CH:15][CH:16]=2)[CH:11]=1)(C)(C)C.FC(F)(F)C(O)=O>C(Cl)Cl>[NH2:7][C@H:8]([CH2:9][C:10]1[CH:19]=[CH:18][C:17]2[C:12](=[CH:13][CH:14]=[CH:15][CH:16]=2)[CH:11]=1)[C:20]([NH:21][C@@H:22]([C:34]1[S:35][C:36]([C:42]2[CH:47]=[CH:46][CH:45]=[CH:44][CH:43]=2)=[C:37]([C:39]([NH2:40])=[O:41])[N:38]=1)[CH2:23][C:24]1[CH:33]=[CH:32][C:31]2[C:26](=[CH:27][CH:28]=[CH:29][CH:30]=2)[CH:25]=1)=[O:48]. The reactants are C(C)(C)(C)OC(N[C@H](CC1=CC2=CC=CC=C2C=C1)C(N[C@H](CC1=CC2=CC=CC=C2C=C1)C=1SC(=C(N1)C(N)=O)C1=CC=CC=C1)=O)=O (((1R)-1-((1R)-1-(4-Carbamoyl-5-phenyl-1,3-thiazol-2-yl)-2-(2-naphthyl)ethylcarbamoyl)-2-(2-naphthyl)ethyl)carbamic acid tert-butylester), FC(C(=O)O)(F)F (trifluoroacetic acid).